Dataset: the Open Reaction Database (ORD), a public repository of structured organic reaction records. Task: describe an organic reaction: reactants, conditions, products, and yield Reactants: O=C(CNCCCC1CCCNC1)c1ccccc1, O=C1Nc2cccnc2N(C(=O)CCl)c2ccccc21. The product is O=C(CNCCCC1CCCN(CC(=O)N2c3ccccc3C(=O)Nc3cccnc32)C1)c1ccccc1. RXN SMILES: [C:21]([c:22]1[cH:23][cH:24][cH:25][cH:26][cH:27]1)(=[O:28])[CH2:29][NH:30][CH2:31][CH2:32][CH2:33][CH:34]1[CH2:35][NH:36][CH2:37][CH2:38][CH2:39]1.[Cl:1][CH2:2][C:3](=[O:4])[N:5]1[c:6]2[c:7]([cH:17][cH:18][cH:19][n:20]2)[NH:8][C:9](=[O:16])[c:10]2[c:11]1[cH:12][cH:13][cH:14][cH:15]2>>[CH2:2]([C:3](=[O:4])[N:5]1[c:6]2[c:7]([cH:17][cH:18][cH:19][n:20]2)[NH:8][C:9](=[O:16])[c:10]2[c:11]1[cH:12][cH:13][cH:14][cH:15]2)[N:36]1[CH2:35][CH:34]([CH2:33][CH2:32][CH2:31][NH:30][CH2:29][C:21]([c:22]2[cH:23][cH:24][cH:25][cH:26][cH:27]2)=[O:28])[CH2:39][CH2:38][CH2:37]1. The reactants are Cl.Cl.NC1=CC(=C(C(=O)NCC2CCNCC2)C=C1Cl)OC (4-Amino-5-chloro-2-methoxy-N-(piperidin-4-ylmethyl)benzamide dihydrochloride), BrCCCCCC(=O)C1=CN(C2=CC=CC=C12)CC1CCCCC1 (6-bromo-1-(1-cyclohexylmethyl-1 H-indol-3-yl)-1-hexanone). As a reaction SMILES: Cl.Cl.[NH2:3][C:4]1[C:19]([Cl:20])=[CH:18][C:7]([C:8]([NH:10][CH2:11][CH:12]2[CH2:17][CH2:16][NH:15][CH2:14][CH2:13]2)=[O:9])=[C:6]([O:21][CH3:22])[CH:5]=1.Br[CH2:24][CH2:25][CH2:26][CH2:27][CH2:28][C:29]([C:31]1[C:39]2[C:34](=[CH:35][CH:36]=[CH:37][CH:38]=2)[N:33]([CH2:40][CH:41]2[CH2:46][CH2:45][CH2:44][CH2:43][CH2:42]2)[CH:32]=1)=[O:30]>>[NH2:3][C:4]1[C:19]([Cl:20])=[CH:18][C:7]([C:8]([NH:10][CH2:11][CH:12]2[CH2:13][CH2:14][N:15]([CH2:24][CH2:25][CH2:26][CH2:27][CH2:28][C:29]([C:31]3[C:39]4[C:34](=[CH:35][CH:36]=[CH:37][CH:38]=4)[N:33]([CH2:40][CH:41]4[CH2:42][CH2:43][CH2:44][CH2:45][CH2:46]4)[CH:32]=3)=[O:30])[CH2:16][CH2:17]2)=[O:9])=[C:6]([O:21][CH3:22])[CH:5]=1 |f:0.1.2|. Yields the product NC1=CC(=C(C(=O)NCC2CCN(CC2)CCCCCC(=O)C2=CN(C3=CC=CC=C23)CC2CCCCC2)C=C1Cl)OC (4-amino-5-chloro-2-methoxy-N-((1-(6-(1-cyclohexylmethyl-1 H-indol-3-yl)-6-oxohexyl)piperidin-4-yl)methyl)-benzamide). Procedure details: 4-Amino-5-chloro-2-methoxy-N-(piperidin-4-ylmethyl)benzamide dihydrochloride as starting compound and 6-bromo-1-(1-cyclohexylmethyl-1 H-indol-3-yl)-1-hexanone are reacted and treated in the same manner as in Example 199 to give 4-amino-5-chloro-2-methoxy-N-((1-(6-(1-cyclohexylmethyl-1 H-indol-3-yl)-6-oxohexyl)piperidin-4-yl)methyl)-benzamide. The reactants are C(=O)(C(F)(F)F)O (TFA), desired product 60, solid, ClC=1C=CC(=C(C1)C1=NC2=C(C(=N1)I)CC(C2)(C)C)F (2-(5-Chloro-2-fluoro-phenyl)-4-iodo-6,6-dimethyl-6,7-dihydro-5H-cyclopentapyrimidine), CC=1C=NC=CC1N (3-Methyl-pyridin-4-ylamine), C1=CC=C(C=C1)P(C2=CC=CC=C2)C3=C(C4=CC=CC=C4C=C3)C5=C(C=CC6=CC=CC=C65)P(C7=CC=CC=C7)C8=CC=CC=C8 (Rac-BINAP), C(=O)([O-])[O-].[Cs+].[Cs+] (Cs2CO3). The reagents and catalysts are CC(=O)[O-].CC(=O)[O-].[Pd+2] (Pd(OAc)2). Solvent: O1CCOCC1 (dioxane). Reaction conditions: temperature 85 celsius. The product is ClC=1C=CC(=C(C1)C1=NC2=C(C(=N1)NC1=C(C=NC=C1)C)CC(C2)(C)C)F ([2-(5-Chloro-2-fluoro-phenyl)-6,6-dimethyl-6.7-dihydro-5H-cyclopentapyrimidin-4-yl]-(3-methyl-pyridin-4-yl)-amine). As a reaction SMILES: [Cl:1][C:2]1[CH:3]=[CH:4][C:5]([F:20])=[C:6]([C:8]2[N:13]=[C:12](I)[C:11]3[CH2:15][C:16]([CH3:19])([CH3:18])[CH2:17][C:10]=3[N:9]=2)[CH:7]=1.[CH3:21][C:22]1[CH:23]=[N:24][CH:25]=[CH:26][C:27]=1[NH2:28].C1C=CC(P(C2C=CC3C(=CC=CC=3)C=2C2C3C(=CC=CC=3)C=CC=2P(C2C=CC=CC=2)C2C=CC=CC=2)C2C=CC=CC=2)=CC=1.C([O-])([O-])=O.[Cs+].[Cs+].C(O)(C(F)(F)F)=O>O1CCOCC1.CC([O-])=O.CC([O-])=O.[Pd+2]>[Cl:1][C:2]1[CH:3]=[CH:4][C:5]([F:20])=[C:6]([C:8]2[N:13]=[C:12]([NH:28][C:27]3[CH:26]=[CH:25][N:24]=[CH:23][C:22]=3[CH3:21])[C:11]3[CH2:15][C:16]([CH3:19])([CH3:18])[CH2:17][C:10]=3[N:9]=2)[CH:7]=1 |f:3.4.5,8.9.10|. Procedure: To a solution of 2-(5-Chloro-2-fluoro-phenyl)-4-iodo-6,6-dimethyl-6,7-dihydro-5H-cyclopentapyrimidine (100 mg, 0.25 mmol), 3-Methyl-pyridin-4-ylamine (30 mg, 0.27 mmol), Pd(OAc)2 (3 mg, 12.42 μmol) and Rac-BINAP (12 mg, 18.63 μmol) in dry dioxane (3 mL) was added Cs2CO3 (121 mg, 0.37 mmol). The mixture was heated for 48 h at 85° C., cooled and evaporated. HPLC purification gave, after lyophilization, the desired product 60 as the TFA salt, a white solid (6.4 mg). The reactants are Cc1cc(Br)ncc1C(Sc1ccc(F)cc1)c1cc(F)ccc1F, [Li]CCCC, CCCCCC, Cc1ccccc1, O=C=O. Product: Cc1cc(C(=O)O)ncc1C(Sc1ccc(F)cc1)c1cc(F)ccc1F. RXN SMILES: [Br:1][c:2]1[n:3][cH:4][c:5]([CH:9]([S:10][c:11]2[cH:12][cH:13][c:14]([F:17])[cH:15][cH:16]2)[c:18]2[c:19]([F:25])[cH:20][cH:21][c:22]([F:24])[cH:23]2)[c:6]([CH3:8])[cH:7]1.[CH2:32]([Li:33])[CH2:34][CH2:35][CH3:36].[CH3:26][CH2:27][CH2:28][CH2:29][CH2:30][CH3:31].[CH3:40][c:41]1[cH:42][cH:43][cH:44][cH:45][cH:46]1.[O:37]=[C:38]=[O:39]>>[c:2]1([C:38](=[O:37])[OH:39])[n:3][cH:4][c:5]([CH:9]([S:10][c:11]2[cH:12][cH:13][c:14]([F:17])[cH:15][cH:16]2)[c:18]2[c:19]([F:25])[cH:20][cH:21][c:22]([F:24])[cH:23]2)[c:6]([CH3:8])[cH:7]1. Starting materials: ClCCl, Oc1cc(Cl)cc(Cl)c1, CC(C)[Si](OS(=O)(=O)C(F)(F)F)(C(C)C)C(C)C, Cc1cccc(C)n1. Yields the product CC(C)[Si](Oc1cc(Cl)cc(Cl)c1)(C(C)C)C(C)C. As a reaction SMILES: [CH2:36]([Cl:37])[Cl:38].[Cl:1][c:2]1[cH:3][c:4]([OH:9])[cH:5][c:6]([Cl:8])[cH:7]1.[S:18]([O:19][Si:26]([CH:27]([CH3:28])[CH3:29])([CH:30]([CH3:31])[CH3:32])[CH:33]([CH3:34])[CH3:35])([C:20]([F:21])([F:22])[F:23])(=[O:24])=[O:25].[n:10]1[c:11]([CH3:12])[cH:13][cH:14][cH:15][c:16]1[CH3:17]>>[Cl:1][c:2]1[cH:3][c:4]([O:9][Si:26]([CH:27]([CH3:28])[CH3:29])([CH:30]([CH3:31])[CH3:32])[CH:33]([CH3:34])[CH3:35])[cH:5][c:6]([Cl:8])[cH:7]1. The reactants are C(C1=CC=CC=C1)(=O)NC1=CC=C(C=C1)C1=CC=C2CN(C(C2=C1)=O)[C@H](C(=O)OC)C(C)C ((S)-Methyl 2-(6-(4-benzamidophenyl)-1-oxoisoindolin-2-yl)-3-methylbutanoate), NC1=CC=C(C=C1)C1=CC=C2CN(C(C2=C1)=O)[C@H](C(=O)OC)C(C)C ((S)-Methyl 2-(6-(4-aminophenyl)-1-oxoisoindolin-2-yl)-3-methylbutanoate), FC=1C=C(C(=O)Cl)C=CC1C(F)(F)F (3-fluoro-4-trifluoromethyl benzoyl chloride). Yields the product FC=1C=C(C(=O)NC2=CC=C(C=C2)C2=CC=C3CN(C(C3=C2)=O)[C@H](C(=O)OC)C(C)C)C=CC1C(F)(F)F ((S)-Methyl 2-(6-(4-(3-fluoro-4-(trifluoromethyl)benzamido)phenyl)-1-oxoisoindolin-2-yl)-3-methylbutanoate). Isolated yield 78.0%. Reaction SMILES: C(NC1C=CC(C2C=C3C(CN([C@@H](C(C)C)C(OC)=O)C3=O)=CC=2)=CC=1)(=O)C1C=CC=CC=1.[NH2:34][C:35]1[CH:40]=[CH:39][C:38]([C:41]2[CH:49]=[C:48]3[C:44]([CH2:45][N:46]([C@@H:51]([CH:56]([CH3:58])[CH3:57])[C:52]([O:54][CH3:55])=[O:53])[C:47]3=[O:50])=[CH:43][CH:42]=2)=[CH:37][CH:36]=1.[F:59][C:60]1[CH:61]=[C:62]([CH:66]=[CH:67][C:68]=1[C:69]([F:72])([F:71])[F:70])[C:63](Cl)=[O:64]>>[F:59][C:60]1[CH:61]=[C:62]([CH:66]=[CH:67][C:68]=1[C:69]([F:70])([F:71])[F:72])[C:63]([NH:34][C:35]1[CH:36]=[CH:37][C:38]([C:41]2[CH:49]=[C:48]3[C:44]([CH2:45][N:46]([C@@H:51]([CH:56]([CH3:58])[CH3:57])[C:52]([O:54][CH3:55])=[O:53])[C:47]3=[O:50])=[CH:43][CH:42]=2)=[CH:39][CH:40]=1)=[O:64]. Procedure: The compound of example 195 was prepared analogous to compound of example 97 by reaction of compound of example 6 with 3-fluoro-4-trifluoromethyl benzoyl chloride. Reactants: ClC1=NC(=C2N=CN(C2=N1)C1CCCC1)Cl (2,6-dichloro-9-cyclopentylpurine), NCCCCN (1,4-diaminobutane). The solvent is C(C)N(CC)CC (triethylamine). The product is ClC1=NC(=C2N=CN(C2=N1)C1CCCC1)NCCCCN (2-Chloro-6-[(4-aminobutyl)amino]-9-cyclopentylpurine). As a reaction SMILES: [Cl:1][C:2]1[N:10]=[C:9]2[C:5]([N:6]=[CH:7][N:8]2[CH:11]2[CH2:15][CH2:14][CH2:13][CH2:12]2)=[C:4](Cl)[N:3]=1.[NH2:17][CH2:18][CH2:19][CH2:20][CH2:21][NH2:22]>C(N(CC)CC)C>[Cl:1][C:2]1[N:10]=[C:9]2[C:5]([N:6]=[CH:7][N:8]2[CH:11]2[CH2:15][CH2:14][CH2:13][CH2:12]2)=[C:4]([NH:17][CH2:18][CH2:19][CH2:20][CH2:21][NH2:22])[N:3]=1. Procedure details: 2-Chloro-6-[(4-aminobutyl)amino]-9-cyclopentylpurine is prepared from 2,6-dichloro-9-cyclopentylpurine, 1,4-diaminobutane, and triethylamine essentially as described above in Example 1, Scheme A, step b.